This data is from the Open Reaction Database (ORD), a public repository of structured organic reaction records. The task is: describe an organic reaction: reactants, conditions, products, and yield Starting materials: C(C)(=O)O (acetic acid), C(C)OC1=C2COC(=O)C2=CC(=C1OCC)OCC (4,5,6-triethoxyphthalide), [N+](=O)(O)[O-] (nitric acid). Solvent: O (water). Run at time 8 hour. Product: C(C)OC1=C2COC(=O)C2=C(C(=C1OCC)OCC)[N+](=O)[O-] (4,5,6-triethoxy-7-nitrophthalide). The yield is 35.0%. As a reaction SMILES: C(O)(=O)C.[CH2:5]([O:7][C:8]1[C:17]([O:18][CH2:19][CH3:20])=[C:16]([O:21][CH2:22][CH3:23])[CH:15]=[C:14]2[C:9]=1[CH2:10][O:11][C:12]2=[O:13])[CH3:6].[N+:24]([O-])([OH:26])=[O:25]>O>[CH2:5]([O:7][C:8]1[C:17]([O:18][CH2:19][CH3:20])=[C:16]([O:21][CH2:22][CH3:23])[C:15]([N+:24]([O-:26])=[O:25])=[C:14]2[C:9]=1[CH2:10][O:11][C:12]2=[O:13])[CH3:6]. Procedure: Glacial acetic acid (14 ml) was added to 5.32 g (0.02 mole) of 4,5,6-triethoxyphthalide. Into the reaction mixture on a water bath at 30-35° C., 14 ml of fuming nitric acid, d=1.52, was gradually added dropwise over a time period of 9 hours. After completion of the addition, the reaction mixture was allowed to stand overnight at room temperature and thereafter 80 ml of water was added to deposit crystals. The crystals were filtered out, washed thoroughly with water and dried. There was obtained ... Reactants: OC1=CC=C(C=O)C=C1 (4-hydroxybenzaldehyde), C(C)(=O)NC1=CC(=C(C=C1)O)CC=C (4-acetamido-2-allylphenol). Product: C(C=C)C=1C=C(C=O)C=CC1O (3-allyl 4-hydroxybenzaldehyde). Reaction SMILES: [OH:1][C:2]1[CH:9]=[CH:8][C:5]([CH:6]=[O:7])=[CH:4][CH:3]=1.C(N[C:14]1[CH:19]=CC(O)=C(CC=C)[CH:15]=1)(=O)C>>[CH2:19]([C:3]1[CH:4]=[C:5]([CH:8]=[CH:9][C:2]=1[OH:1])[CH:6]=[O:7])[CH:14]=[CH2:15]. Procedure details: The starting 3-allyl 4-hydroxybenzaldehyde was prepared from 4-hydroxybenzaldehyde using the method described in Example 1 for the preparation of 4-acetamido-2-allylphenol. Procedure details: 0.27 g (0.651 mmol) of 4-[3-(benzyloxycarbonylamino)propylamino]-2-chloro-3-nitroquinoline was dissolved in 10 ml of methanol. One ml of concentrated hydrochloric acid and 0.22 g (0.390 mmol) of iron powder were added thereto and the mixture was stirred at room temperature for 2 hours. The reaction mixture was poured into a saturated sodium hydrogencarbonate aqueous solution. After the resulting mixed solution was extracted with ethyl acetate, the extract was washed with brine and dried (Na2SO4)... Starting materials: Cl (hydrochloric acid), C(C1=CC=CC=C1)OC(=O)NCCCNC1=C(C(=NC2=CC=CC=C12)Cl)[N+](=O)[O-] (4-[3-(benzyloxycarbonylamino)propylamino]-2-chloro-3-nitroquinoline), C(O)([O-])=O.[Na+] (sodium hydrogencarbonate). Yields the product NC=1C(=NC2=CC=CC=C2C1NCCCNC(=O)OCC1=CC=CC=C1)Cl (3-amino-4-[3-(benzyloxycarbonylamino)propylamino]-2-chloroquinoline). Reaction SMILES: [CH2:1]([O:8][C:9]([NH:11][CH2:12][CH2:13][CH2:14][NH:15][C:16]1[C:25]2[C:20](=[CH:21][CH:22]=[CH:23][CH:24]=2)[N:19]=[C:18]([Cl:26])[C:17]=1[N+:27]([O-])=O)=[O:10])[C:2]1[CH:7]=[CH:6][CH:5]=[CH:4][CH:3]=1.Cl.C(=O)([O-])O.[Na+]>CO.[Fe]>[NH2:27][C:17]1[C:18]([Cl:26])=[N:19][C:20]2[C:25]([C:16]=1[NH:15][CH2:14][CH2:13][CH2:12][NH:11][C:9]([O:8][CH2:1][C:2]1[CH:7]=[CH:6][CH:5]=[CH:4][CH:3]=1)=[O:10])=[CH:24][CH:23]=[CH:22][CH:21]=2 |f:2.3|. The reagents and catalysts are [Fe] (iron). Isolated yield 47.9%. The solvent is CO (methanol). Reaction conditions: time 2 hour. Starting materials: ClCCl, COc1ccc(C2=NOC(CCC=O)C2)cc1OC, CCN(C(C)C)C(C)C, Cl, Cl, c1cnc(N2CCNCC2)nc1. The product is COc1ccc(C2=NOC(CCCN3CCN(c4ncccn4)CC3)C2)cc1OC. As a reaction SMILES: [CH2:43]([Cl:44])[Cl:45].[CH3:1][O:2][c:3]1[cH:4][c:5]([C:11]2=[N:12][O:13][CH:14]([CH2:16][CH2:17][CH:18]=[O:19])[CH2:15]2)[cH:6][cH:7][c:8]1[O:9][CH3:10].[CH:34]([N:35]([CH:36]([CH3:37])[CH3:38])[CH2:39][CH3:40])([CH3:41])[CH3:42].[ClH:20].[ClH:21].[n:22]1[c:23]([N:28]2[CH2:29][CH2:30][NH:31][CH2:32][CH2:33]2)[n:24][cH:25][cH:26][cH:27]1>>[CH3:1][O:2][c:3]1[cH:4][c:5]([C:11]2=[N:12][O:13][CH:14]([CH2:16][CH2:17][CH2:18][N:31]3[CH2:30][CH2:29][N:28]([c:23]4[n:22][cH:27][cH:26][cH:25][n:24]4)[CH2:33][CH2:32]3)[CH2:15]2)[cH:6][cH:7][c:8]1[O:9][CH3:10]. Starting materials: O=C([O-])O, CC[SiH](CC)CC, O=C1CCC2=C(CCc3ccccc32)N1, ClCCl, [Na+], O=C(O)C(F)(F)F. Product: O=C1CCC2c3ccccc3CCC2N1. Reaction SMILES: [C:30](=[O:31])([OH:32])[O-:33].[CH2:16]([SiH:17]([CH2:18][CH3:19])[CH2:20][CH3:21])[CH3:22].[CH2:1]1[CH2:2][C:3](=[O:15])[NH:4][C:5]2=[C:10]1[c:9]1[c:8]([cH:14][cH:13][cH:12][cH:11]1)[CH2:7][CH2:6]2.[Cl:35][CH2:36][Cl:37].[Na+:34].[OH:23][C:24]([C:25]([F:26])([F:27])[F:28])=[O:29]>>[CH2:1]1[CH2:2][C:3](=[O:15])[NH:4][CH:5]2[CH2:6][CH2:7][c:8]3[c:9]([cH:11][cH:12][cH:13][cH:14]3)[CH:10]12. Starting materials: NC1=C(C#N)C=C(C(=C1)C(F)(F)F)C (2-Amino-5-methyl-4-trifluoromethyl-benzonitrile), N(=O)OCCC(C)C (isoamyl nitrite), N(=O)OCCC(C)C (isoamyl nitrite). Solvent: CC(C)(C)OC (TBME), C1CCOC1 (THF). Conditions: temperature 23 celsius. Product: CC=1C=C(C#N)C=CC1C(F)(F)F (3-Methyl-4-trifluoromethyl-benzonitrile). As a reaction SMILES: N[C:2]1[CH:9]=[C:8]([C:10]([F:13])([F:12])[F:11])[C:7]([CH3:14])=[CH:6][C:3]=1[C:4]#[N:5].N(OCCC(C)C)=O>C1COCC1.CC(OC)(C)C>[CH3:14][C:7]1[CH:6]=[C:3]([CH:2]=[CH:9][C:8]=1[C:10]([F:11])([F:12])[F:13])[C:4]#[N:5]. Procedure: To a solution of 2-amino-5-methyl-4-trifluoromethyl-benzonitrile from step 4 (23.34 g, 117 mmol) in dry THF (350 mL) was added isoamyl nitrite (34.3 mL, 257 mmol), and the mixture was refluxed for 20 h. Additional isoamyl nitrite (16.6 mL, 129 mmol) was added and the mixture was refluxed for further 20 h. The mixture was cooled to 23° C. and diluted with TBME, the organic layer was washed with 1 N HCl, sat. NaHCO3-sol. and brine, dried over Na2SO4. Starting materials: CO, Cl, COC(=O)c1nc(-c2ccccc2)cnc1N, [Na+], [OH-]. The product is Nc1ncc(-c2ccccc2)nc1C(=O)O. As a reaction SMILES: [CH3:21][OH:22].[ClH:20].[NH2:1][c:2]1[c:3]([C:14](=[O:15])[O:16][CH3:17])[n:4][c:5](-[c:8]2[cH:9][cH:10][cH:11][cH:12][cH:13]2)[cH:6][n:7]1.[Na+:19].[OH-:18]>>[NH2:1][c:2]1[c:3]([C:14](=[O:15])[OH:16])[n:4][c:5](-[c:8]2[cH:9][cH:10][cH:11][cH:12][cH:13]2)[cH:6][n:7]1. Starting materials: O=C1NCCN2C1CN(CC2)C(=O)OCC2=CC=CC=C2 ((+/−)-benzyl 9-oxohexahydro-1H-pyrazino[1,2-a]pyrazine-2(6H)-carboxylate), [H-].[Na+] (sodium hydride), IC (iodomethane). Solvent: C1CCOC1 (THF). Conditions: time 10 minute. Yields the product CN1C(C2N(CCN(C2)C(=O)OCC2=CC=CC=C2)CC1)=O ((+/−)-benzyl 8-methyl-9-oxohexahydro-1H-pyrazino[1,2-a]pyrazine-2(6H)-carboxylate). Yield: 71.5%. Reaction SMILES: [O:1]=[C:2]1[CH:7]2[CH2:8][N:9]([C:12]([O:14][CH2:15][C:16]3[CH:21]=[CH:20][CH:19]=[CH:18][CH:17]=3)=[O:13])[CH2:10][CH2:11][N:6]2[CH2:5][CH2:4][NH:3]1.[H-].[Na+].I[CH3:25]>C1COCC1>[CH3:25][N:3]1[CH2:4][CH2:5][N:6]2[CH2:11][CH2:10][N:9]([C:12]([O:14][CH2:15][C:16]3[CH:21]=[CH:20][CH:19]=[CH:18][CH:17]=3)=[O:13])[CH2:8][CH:7]2[C:2]1=[O:1] |f:1.2|. Procedure: To a solution of (+/−)-benzyl 9-oxohexahydro-1H-pyrazino[1,2-a]pyrazine-2(6H)-carboxylate (160 mg, 0.553 mmol) in THF (5 mL) at 0° C. was added sodium hydride (24.33 mg, 0.608 mmol). The ice bath was removed and stirred for 10 min; saw bubbling but some NaH solid still remained. Then iodomethane (0.038 mL, 0.608 mmol) was added and after stirring for 10 min at room temperature, most NaIl solid was dissolved. After another 30 min, LC-MS indicated completion. It was quenched with water and diluted...